From a dataset of the Open Reaction Database (ORD), a public repository of structured organic reaction records. describe an organic reaction: reactants, conditions, products, and yield Reactants: ice water, C(C)(=O)NC1=C(C(=O)O)C=CC=C1C (2-acetylamino-3-methylbenzoic acid), S(O)(O)(=O)=O (sulfuric acid), [N+](=O)(O)[O-] (nitric acid). Run at time 2 hour. The product is C(C)(=O)NC1=C(C(=O)O)C=C(C=C1C)[N+](=O)[O-] (2-acetylamino-3-methyl-5-nitrobenzoic acid). Isolated yield 50.7%. RXN SMILES: [C:1]([NH:4][C:5]1[C:13]([CH3:14])=[CH:12][CH:11]=[CH:10][C:6]=1[C:7]([OH:9])=[O:8])(=[O:3])[CH3:2].S(=O)(=O)(O)O.[N+:20]([O-])([OH:22])=[O:21]>>[C:1]([NH:4][C:5]1[C:13]([CH3:14])=[CH:12][C:11]([N+:20]([O-:22])=[O:21])=[CH:10][C:6]=1[C:7]([OH:9])=[O:8])(=[O:3])[CH3:2]. Procedure: To a mixture of 0.72 g of 2-acetylamino-3-methylbenzoic acid and 8 ml of concentrated sulfuric acid was added dropwise 1.6 g of fuming nitric acid at room temperature. The resulting mixture was stirred at room temperature for 2 hours. The reaction mixture was poured into ice water. A deposited precipitate was collected by filtration to obtain 0.45 g of 2-acetylamino-3-methyl-5-nitrobenzoic acid of the formula: